Dataset: the Open Reaction Database (ORD), a public repository of structured organic reaction records. Task: describe an organic reaction: reactants, conditions, products, and yield Starting materials: C(C)(=O)OCC.CCCCCC (ethyl acetate hexane), BrC1=CC=CC=2OC(OC21)(F)F (4-bromo-2,2-difluoro-1,3-benzodioxole), B(O)(O)C1=C(C=CC(=C1)C)NC(C(C)(C)C)=O (N-(2-borono-4-methylphenyl)-2,2-dimethylpropanamide), C([O-])([O-])=O.[Na+].[Na+] (sodium carbonate). The reagents and catalysts are [Pd](Cl)Cl.C1(=CC=CC=C1)P(C1=CC=CC=C1)C1=CC=CC=C1.C1(=CC=CC=C1)P(C1=CC=CC=C1)C1=CC=CC=C1 (bis(triphenylphosphine) palladium (II) chloride). Run in COCCOC (ethylene glycol dimethyl ether), O (water). Yields the product crude product, FC1(OC2=C(O1)C=CC=C2C2=C(C=CC(=C2)C)NC(C(C)(C)C)=O)F (N-[2-(2,2-difluoro-1,3-benzodioxol-4-yl)-4-methylphenyl]-2,2-dimethylpropanamide). As a reaction SMILES: Br[C:2]1[C:10]2[O:9][C:8]([F:12])([F:11])[O:7][C:6]=2[CH:5]=[CH:4][CH:3]=1.B([C:16]1[CH:21]=[C:20]([CH3:22])[CH:19]=[CH:18][C:17]=1[NH:23][C:24](=[O:29])[C:25]([CH3:28])([CH3:27])[CH3:26])(O)O.C(=O)([O-])[O-].[Na+].[Na+].C(OCC)(=O)C.CCCCCC>COCCOC.O.[Pd](Cl)Cl.C1(P(C2C=CC=CC=2)C2C=CC=CC=2)C=CC=CC=1.C1(P(C2C=CC=CC=2)C2C=CC=CC=2)C=CC=CC=1>[F:11][C:8]1([F:12])[O:7][C:6]2[CH:5]=[CH:4][CH:3]=[C:2]([C:16]3[CH:21]=[C:20]([CH3:22])[CH:19]=[CH:18][C:17]=3[NH:23][C:24](=[O:29])[C:25]([CH3:27])([CH3:26])[CH3:28])[C:10]=2[O:9]1 |f:2.3.4,5.6,9.10.11|. Reported procedure: To a mixture of the title compound of Step B (10.0 g, 42.2 mmol) and the title compound of Step A (4.96 g, 21.1 mmol) in ethylene glycol dimethyl ether (100 mL) were added a solution of sodium carbonate (4.47 g, 42.2 mmol) in water (25 mL) and bis(triphenylphosphine) palladium (II) chloride (740 mg, 1.05 mmol) at room temperature. The mixture was heated at reflux for 2 h and then allowed to come to room temperature. The solvent was removed under reduced pressure and the residue was suspended in ... Starting materials: ClC1=NC=C(C=C1)[N+](=O)[O-] (2-chloro-5-nitropyridine), N1CCSCC1 (thiomorpholine). Run in O1CCCC1 (tetrahydrofuran). Product: [N+](=O)([O-])C=1C=CC(=NC1)N1CCSCC1 (4-(5-Nitro-pyridin-2-yl)-thiomorpholine). Reaction SMILES: Cl[C:2]1[CH:7]=[CH:6][C:5]([N+:8]([O-:10])=[O:9])=[CH:4][N:3]=1.[NH:11]1[CH2:16][CH2:15][S:14][CH2:13][CH2:12]1>O1CCCC1>[N+:8]([C:5]1[CH:6]=[CH:7][C:2]([N:11]2[CH2:16][CH2:15][S:14][CH2:13][CH2:12]2)=[N:3][CH:4]=1)([O-:10])=[O:9]. Reported procedure: To a solution of 20 g (126 mmol) of 2-chloro-5-nitropyridine in 200 ml tetrahydrofuran were added dropwise 32.5 ml (315 mmol) thiomorpholine within 10 min. The reaction mixture was refluxed for additional 2 h. After cooling to room temperature, the solvent was removed in vacuo and the residue was re-dissolved in 200 ml ethyl acetate. The organic phase was washed with 200 ml 1 N sodium bicarbonate solution, dried (magnesium sulfate) and evaporated to give 29.3 g (quantitative) of the title compou... Starting materials: ice water, CC=1C=C(NC1C)C=O (4,5-Dimethylpyrrole-2-carboxaldehyde), S1CC(NC2=C1C=CC=C2)=O (2H-1,4-benzothiazin-3(4H)-one), C[O-].[Na+] (sodium methoxide). The solvent is CN(C)C=O (DMF). Reaction conditions: temperature 120 celsius. Yields the product CC=1C=C(NC1C)C=C1SC2=C(NC1=O)C=CC=C2 (2-[(4,5-Dimethylpyrrol-2-yl)methylene]-2H -1,4-benzothiazin-3(4H)-one). As a reaction SMILES: [CH3:1][C:2]1[CH:3]=[C:4]([CH:8]=O)[NH:5][C:6]=1[CH3:7].[S:10]1[C:15]2[CH:16]=[CH:17][CH:18]=[CH:19][C:14]=2[NH:13][C:12](=[O:20])[CH2:11]1.C[O-].[Na+]>CN(C=O)C>[CH3:1][C:2]1[CH:3]=[C:4]([CH:8]=[C:11]2[C:12](=[O:20])[NH:13][C:14]3[CH:19]=[CH:18][CH:17]=[CH:16][C:15]=3[S:10]2)[NH:5][C:6]=1[CH3:7] |f:2.3|. Procedure details: 4,5-Dimethylpyrrole-2-carboxaldehyde (0.27 g, 2.19 mmol) was added to a solution of 2H-1,4-benzothiazin-3(4H)-one (0.36 g, 2.19 mmol) and sodium methoxide (0.118 g, 2.19 mmol) in dry DMF (2 ml). The mixture was heated at 120° C. for 48 h, allowed to cool and poured into ice-water (50 ml). The precipitated solid was collected by filtration, washed with water, then dissolved in ethanol. The insoluble black residue was filtered out and the filtrate was concentrated to dryness under reduced pressure... Reactants: C1COCCN1, C[Al](C)C, N#N, [Na+], O=C([O-])O, CCOC(=O)c1ccc(-c2c(O)[nH]c3ccc([N+](=O)[O-])cc23)nc1, c1ccccc1. The product is O=C(c1ccc(-c2c(O)[nH]c3ccc([N+](=O)[O-])cc23)nc1)N1CCOCC1. RXN SMILES: [CH2:25]1[CH2:26][O:27][CH2:28][CH2:29][NH:30]1.[CH3:33][Al:34]([CH3:35])[CH3:36].[N:31]#[N:32].[Na+:41].[O-:37][C:38]([OH:39])=[O:40].[OH:1][c:2]1[nH:3][c:4]2[cH:5][cH:6][c:7]([N+:22](=[O:23])[O-:24])[cH:8][c:9]2[c:10]1-[c:11]1[n:12][cH:13][c:14]([C:15](=[O:16])[O:17][CH2:18][CH3:19])[cH:20][cH:21]1.[cH:42]1[cH:43][cH:44][cH:45][cH:46][cH:47]1>>[OH:1][c:2]1[nH:3][c:4]2[cH:5][cH:6][c:7]([N+:22](=[O:23])[O-:24])[cH:8][c:9]2[c:10]1-[c:11]1[n:12][cH:13][c:14]([C:15](=[O:16])[N:30]2[CH2:25][CH2:26][O:27][CH2:28][CH2:29]2)[cH:20][cH:21]1.